This data is from the Open Reaction Database (ORD), a public repository of structured organic reaction records. The task is: describe an organic reaction: reactants, conditions, products, and yield Starting materials: C1(=CC=CC=C1)N1CCNCC1 (N-phenylpiperazine), C1(=CC=CC=C1)CCCCC1=C(OCC2OC2)C=CC=C1 (2-[2-(4-phenylbutyl)phenoxymethyl]oxirane). The solvent is C(C)#N (acetonitrile). Reaction conditions: temperature 50 celsius, time 3 hour. The product is C1(=CC=CC=C1)CCCCC1=C(OCC(CN2CCN(CC2)C2=CC=CC=C2)O)C=CC=C1 (1-[2-(4-phenylbutyl)phenoxy]-3-(4-phenylpiperazin-1-yl)-2-propanol). The yield is 34.6%. As a reaction SMILES: [C:1]1([N:7]2[CH2:12][CH2:11][NH:10][CH2:9][CH2:8]2)[CH:6]=[CH:5][CH:4]=[CH:3][CH:2]=1.[C:13]1([CH2:19][CH2:20][CH2:21][CH2:22][C:23]2[CH:33]=[CH:32][CH:31]=[CH:30][C:24]=2[O:25][CH2:26][CH:27]2[CH2:29][O:28]2)[CH:18]=[CH:17][CH:16]=[CH:15][CH:14]=1>C(#N)C>[C:13]1([CH2:19][CH2:20][CH2:21][CH2:22][C:23]2[CH:33]=[CH:32][CH:31]=[CH:30][C:24]=2[O:25][CH2:26][CH:27]([OH:28])[CH2:29][N:10]2[CH2:11][CH2:12][N:7]([C:1]3[CH:6]=[CH:5][CH:4]=[CH:3][CH:2]=3)[CH2:8][CH2:9]2)[CH:14]=[CH:15][CH:16]=[CH:17][CH:18]=1. Procedure details: 3.89 g of N-phenylpiperazine were added to a solution of 1.69 g of 2-[2-(4-phenylbutyl)phenoxymethyl]oxirane [prepared as described in Example 1(a)] in 30 ml of acetonitrile, and the resulting mixture was stirred at 50° C. for 3 hours. At the end of this time, the solvent was removed by distillation under reduced pressure, and the resulting residue was purified by column chromatography through silica gel, using a 2:3 by volume mixture of ethyl acetate and hexane as the eluent, to give 920 mg (yi... Reactants: CC#N, CCN(C(C)C)C(C)C, O=[N+]([O-])c1ccccc1F, c1c[nH]c(CN2CCOCC2)n1. Product: O=[N+]([O-])c1ccccc1-n1ccnc1CN1CCOCC1. RXN SMILES: [CH3:32][C:33]#[N:34].[CH:23]([N:24]([CH2:25][CH3:26])[CH:27]([CH3:28])[CH3:29])([CH3:30])[CH3:31].[F:1][c:2]1[c:3]([N+:8](=[O:9])[O-:10])[cH:4][cH:5][cH:6][cH:7]1.[O:11]1[CH2:12][CH2:13][N:14]([CH2:17][c:18]2[nH:19][cH:20][cH:21][n:22]2)[CH2:15][CH2:16]1>>[c:2]1(-[n:22]2[c:18]([CH2:17][N:14]3[CH2:13][CH2:12][O:11][CH2:16][CH2:15]3)[n:19][cH:20][cH:21]2)[c:3]([N+:8](=[O:9])[O-:10])[cH:4][cH:5][cH:6][cH:7]1. Reactants: BrC=1C=C2[C@H]3[C@@H](N4C2=C(C1)SCC4)CCN(C3)C(=O)OC(C)(C)C (tert-butyl(6bR,10aS)-5-bromo-1,2,6b,9,10,10a-hexahydropyrido[4,3-b][1,4]thiazino[2,3,4-hi]indole-8(7H)-carboxylate), ClC1=C(C=CC(=C1)Cl)B(O)O (2,4-dichlorophenyl boronic acid). The product is ClC1=C(C=CC(=C1)Cl)C=1C=C2[C@H]3[C@@H](N4C2=C(C1)SCC4)CCN(C3)C(=O)OC(C)(C)C (tert-butyl(6bR,10aS)-5-(2,4-dichlorophenyl)-1,2,6b,9,10,10a-hexahydropyrido[4,3-b][1,4]thiazino[2,3,4-hi]indole-8(7H)-carboxylate). Isolated yield 46.9%. Reaction SMILES: Br[C:2]1[CH:3]=[C:4]2[C:8]3=[C:9]([S:11][CH2:12][CH2:13][N:7]3[C@H:6]3[CH2:14][CH2:15][N:16]([C:18]([O:20][C:21]([CH3:24])([CH3:23])[CH3:22])=[O:19])[CH2:17][C@@H:5]23)[CH:10]=1.[Cl:25][C:26]1[CH:31]=[C:30]([Cl:32])[CH:29]=[CH:28][C:27]=1B(O)O>>[Cl:25][C:26]1[CH:31]=[C:30]([Cl:32])[CH:29]=[CH:28][C:27]=1[C:2]1[CH:3]=[C:4]2[C:8]3=[C:9]([S:11][CH2:12][CH2:13][N:7]3[C@H:6]3[CH2:14][CH2:15][N:16]([C:18]([O:20][C:21]([CH3:24])([CH3:22])[CH3:23])=[O:19])[CH2:17][C@@H:5]23)[CH:10]=1. Procedure details: The tert-butyl(6bR,10aS)-5-(2,4-dichlorophenyl)-1,2,6b,9,10,10a-hexahydropyrido[4,3-b][1,4]thiazino[2,3,4-hi]indole-8(7H)-carboxylate (136 mg, 47%) was prepared via coupling of the appropriate tert-butyl(6bR,10aS)-5-bromo-1,2,6b,9,10,10a-hexahydropyrido[4,3-b][1,4]thiazino[2,3,4-hi]indole-8(7H)-carboxylate (250 mg, 0.608 mmol) with 2,4-dichlorophenyl boronic acid (116 mg, 0.608 mmol) using the procedure described in Example 450 Step A.